From a dataset of the Open Reaction Database (ORD), a public repository of structured organic reaction records. describe an organic reaction: reactants, conditions, products, and yield The reactants are C1CCOC1, O=C(O)C(F)(F)F, CC(C)(C)OC(=O)NC(Cc1ccc(Oc2ccnc3ccccc23)cc1)C(=O)O. The product is NC(Cc1ccc(Oc2ccnc3ccccc23)cc1)C(=O)O. Reaction SMILES: [CH2:38]1[O:39][CH2:40][CH2:41][CH2:42]1.[OH:1][C:2]([C:3]([F:4])([F:5])[F:6])=[O:7].[n:8]1[cH:9][cH:10][c:11]([O:18][c:19]2[cH:20][cH:21][c:22]([CH2:25][CH:26]([C:27](=[O:28])[OH:29])[NH:30][C:31]([O:32][C:33]([CH3:34])([CH3:35])[CH3:36])=[O:37])[cH:23][cH:24]2)[c:12]2[cH:13][cH:14][cH:15][cH:16][c:17]12>>[n:8]1[cH:9][cH:10][c:11]([O:18][c:19]2[cH:20][cH:21][c:22]([CH2:25][CH:26]([C:27](=[O:28])[OH:29])[NH2:30])[cH:23][cH:24]2)[c:12]2[cH:13][cH:14][cH:15][cH:16][c:17]12. Starting materials: C1=2C(=O)OC(NC1=CC=CC2)=O (Isatoic Anhydride), CNCCC#N (3-Methylamino-propionitrile), O (water). The solvent is CN(C=O)C (N,N-Dimethylformamide). Conditions: time 6 hour. The product is NC1=C(C(=O)N(C)CCC#N)C=CC=C1 (2-Amino-N-(2-cyano-ethyl)-N-methyl-benzamide). As a reaction SMILES: [C:1]12[C:7](=[CH:8][CH:9]=[CH:10][CH:11]=1)[NH:6]C(=O)[O:4][C:2]2=O.[CH3:13][NH:14][CH2:15][CH2:16][C:17]#[N:18].O>CN(C)C=O>[NH2:6][C:7]1[CH:8]=[CH:9][CH:10]=[CH:11][C:1]=1[C:2]([N:14]([CH2:15][CH2:16][C:17]#[N:18])[CH3:13])=[O:4]. Procedure: To Isatoic Anhydride (4.60 g, 28.2 mmol) in N,N-Dimethylformamide (30 mL) was added 3-Methylamino-propionitrile (3.00 mL, 32.1 mmol) and the reaction was stirred under an atmosphere of Nitrogen. After 6 h, the mixture was poured into 200 mL water, then extracted 3×100 mL DCM, washed with 100 mL satd. sodium bicarbonate, which was back extracted with 50 mL DCM. The combined organics were washed with brine (100 mL) and dried over sodium sulfate, then conc. in vacuo afforded 2-Amino-N-(2-cyano-ethy... Reactants: CS(=O)(=O)Cl, CCOC(C)=O, CCCCCCC, ClCCl, O=[N+]([O-])c1cnccc1C1=CC(O)CC(C(F)(F)F)C1, [N-]=[N+]=[N-], [Na+]. Yields the product [N-]=[N+]=NC1C=C(c2ccncc2[N+](=O)[O-])CC(C(F)(F)F)C1. Reaction SMILES: [CH3:21][S:22](=[O:23])(=[O:24])[Cl:25].[CH3:33][CH2:34][O:35][C:36](=[O:37])[CH3:38].[CH3:39][CH2:40][CH2:41][CH2:42][CH2:43][CH2:44][CH3:45].[Cl:30][CH2:31][Cl:32].[N+:1](=[O:2])([O-:3])[c:4]1[cH:5][n:6][cH:7][cH:8][c:9]1[C:10]1=[CH:11][CH:12]([OH:20])[CH2:13][CH:14]([C:16]([F:17])([F:18])[F:19])[CH2:15]1.[N-:27]=[N+:28]=[N-:29].[Na+:26]>>[N+:1](=[O:2])([O-:3])[c:4]1[cH:5][n:6][cH:7][cH:8][c:9]1[C:10]1=[CH:11][CH:12]([N:27]=[N+:28]=[N-:29])[CH2:13][CH:14]([C:16]([F:17])([F:18])[F:19])[CH2:15]1. Starting materials: COC(=O)C(Br)c1ccc(Oc2ccc(Cl)cc2)cc1, C[O-], Oc1ccc(Cl)c2c1CCCC2, [I-], [K+], [Na+], O, c1ccccc1. Product: COC(=O)C(Oc1ccc(Cl)c2c1CCCC2)c1ccc(Oc2ccc(Cl)cc2)cc1. Reaction SMILES: [Br:18][CH:19]([C:20](=[O:21])[O:22][CH3:23])[c:24]1[cH:25][cH:26][c:27]([O:30][c:31]2[cH:32][cH:33][c:34]([Cl:37])[cH:35][cH:36]2)[cH:28][cH:29]1.[CH3:1][O-:2].[Cl:4][c:5]1[cH:6][cH:7][c:8]([OH:15])[c:9]2[c:14]1[CH2:13][CH2:12][CH2:11][CH2:10]2.[I-:17].[K+:16].[Na+:3].[OH2:44].[cH:38]1[cH:39][cH:40][cH:41][cH:42][cH:43]1>>[Cl:4][c:5]1[cH:6][cH:7][c:8]([O:15][CH:19]([C:20](=[O:21])[O:22][CH3:23])[c:24]2[cH:25][cH:26][c:27]([O:30][c:31]3[cH:32][cH:33][c:34]([Cl:37])[cH:35][cH:36]3)[cH:28][cH:29]2)[c:9]2[c:14]1[CH2:13][CH2:12][CH2:11][CH2:10]2. The reactants are CCCc1c(Cc2ccc(-c3ccccc3-c3noc(=O)[nH]3)cc2F)c(=O)n(Cc2ccc(OC)cc2OC)c2ncnn12, Cc1ccccc1, O=C(O)C(F)(F)F. The product is CCCc1c(Cc2ccc(-c3ccccc3-c3noc(=O)[nH]3)cc2F)c(=O)[nH]c2ncnn12. RXN SMILES: [CH3:1][O:2][c:3]1[cH:4][c:5]([O:39][CH3:40])[cH:41][cH:42][c:43]1[CH2:44][n:6]1[c:7]2[n:8]([c:9]([CH2:33][CH2:34][CH3:35])[c:10]([CH2:13][c:14]3[c:15]([F:32])[cH:16][c:17](-[c:20]4[c:21](-[c:26]5[n:27][o:28][c:29](=[O:31])[nH:30]5)[cH:22][cH:23][cH:24][cH:25]4)[cH:18][cH:19]3)[c:11]1=[O:12])[n:36][cH:37][n:38]2.[CH3:52][c:53]1[cH:54][cH:55][cH:56][cH:57][cH:58]1.[OH:45][C:46]([C:47]([F:48])([F:49])[F:50])=[O:51]>>[nH:6]1[c:7]2[n:8]([c:9]([CH2:33][CH2:34][CH3:35])[c:10]([CH2:13][c:14]3[c:15]([F:32])[cH:16][c:17](-[c:20]4[c:21](-[c:26]5[n:27][o:28][c:29](=[O:31])[nH:30]5)[cH:22][cH:23][cH:24][cH:25]4)[cH:18][cH:19]3)[c:11]1=[O:12])[n:36][cH:37][n:38]2. As a reaction SMILES: Cl.[F:2][C:3]1[CH:8]=[CH:7][C:6]([NH:9]N)=[CH:5][CH:4]=1.[C:11]1(=O)[C:19]2[C:14](=[CH:15][CH:16]=[CH:17][CH:18]=2)[CH2:13][CH2:12]1.Cl>C(O)C>[F:2][C:3]1[CH:8]=[CH:7][C:6]2[NH:9][C:13]3[C:14]4[C:19]([CH2:11][C:12]=3[C:5]=2[CH:4]=1)=[CH:18][CH:17]=[CH:16][CH:15]=4 |f:0.1|. Run in C(C)O (ethanol). Run at time 5 hour. Reactants: Cl.FC1=CC=C(C=C1)NN (4-fluorophenylhydrazine hydrochloride), C1(CCC2=CC=CC=C12)=O (1-indanone), Cl (hydrochloric acid). Reported procedure: A mixture of 4-fluorophenylhydrazine hydrochloride (1.83 g, 11.25 mM) and 1-indanone (1.49 g) in ethanol (20 cm3) was heated to reflux, and conc. hydrochloric acid was (1 cm3) added. Heating was continued for 5 hours, and the reaction mixture was cooled. The product which crystallised out from the cold solution as coloured platelets, was collected by filtration and dried (1.90 g, 75%). M.p. 225°-227° C. (from ethyl acetate/petrol [60°-80 ]). 1H NMR (CDCl3) δ: 8.3 (1H, br, s), 7.6-6.9 (7H, m), 3.... The product is FC1=CC=2C3=C(NC2C=C1)C1=CC=CC=C1C3 (5,10-Dihydro-8-fluoroindeno[1,2-b]indole). The reactants are N1CCOCC1 (morpholine), C(=O)(OC(C)(C)C)N[C@@H](CC1=CC=CC=C1)C(=O)O (Boc-L-phenylalanine). Product: C(=O)(OC(C)(C)C)N[C@@H](CC1=CC=CC=C1)C(=O)N1CCOCC1 (Boc-L-phenylalanylmorpholine), product. Isolated yield 95.0%. Reaction SMILES: [NH:1]1[CH2:6][CH2:5][O:4][CH2:3][CH2:2]1.[C:7]([NH:14][C@H:15]([C:23](O)=[O:24])[CH2:16][C:17]1[CH:22]=[CH:21][CH:20]=[CH:19][CH:18]=1)([O:9][C:10]([CH3:13])([CH3:12])[CH3:11])=[O:8]>>[C:7]([NH:14][C@H:15]([C:23]([N:1]1[CH2:6][CH2:5][O:4][CH2:3][CH2:2]1)=[O:24])[CH2:16][C:17]1[CH:18]=[CH:19][CH:20]=[CH:21][CH:22]=1)([O:9][C:10]([CH3:12])([CH3:11])[CH3:13])=[O:8]. Reported procedure: In substantially the same manner as Working Example 2, morpholine (1.64 ml, manufactured by Tokyo Kasei) was condensed with Boc-L-phenylalanine (5.00 g) to give Boc-L-phenylalanylmorpholine (6.00 g) as a white powdery product (yield 95%). Taking a portion (2.00 g) of this product, the Boc group was deprotected with TFA, followed by concentration to dryness. The concentrate was dissolved in water, and the solution was allowed to pass through IRA-402 (Cl type, 250 ml, manufactured by Amberlite Inc... Yield: 30.7%. The solvent is O1CCOCC1 (dioxane). Reaction conditions: temperature 96 celsius, time 18 hour. Reactants: CN1CCN2C=3C(=CC=CC13)C1C2CCNCC1 (3-Methyl-2,3,7,8,9,10,11,11a-octahydro-1H,6bH-azepino[4′,5′:4,5]pyrrolo[1,2,3-de]quinoxaline), ClCCCC(=O)C1=CC=C(C=C1)F (4-chloro-4′-flourobutyrophenone), CCN(C(C)C)C(C)C (DIEA). Procedure details: 3-Methyl-2,3,7,8,9,10,11,11a-octahydro-1H,6bH-azepino[4′,5′:4,5]pyrrolo[1,2,3-de]quinoxaline (72 mg, 0.3 mmol), 4-chloro-4′-flourobutyrophenone (119 mg, 0.6 mmol), KI (49 mg, 0.3 mmol), and DIEA (383 mg, 3 mmol) were added to dioxane (2.5 mL). The suspension was stirred at 96° C. for 18 hrs. The reaction was cooled to rt and then concentrated. The residue was purified by column chromatography (5–10% MeOH/CH2Cl2), to afford the title compound (37.5 mg, 31%) as an oil. The enantiomers of the title... Reaction SMILES: [CH3:1][N:2]1[C:11]2[CH:10]=[CH:9][CH:8]=[C:7]3[CH:12]4[CH2:18][CH2:17][NH:16][CH2:15][CH2:14][CH:13]4[N:5]([C:6]=23)[CH2:4][CH2:3]1.Cl[CH2:20][CH2:21][CH2:22][C:23]([C:25]1[CH:30]=[CH:29][C:28]([F:31])=[CH:27][CH:26]=1)=[O:24].CCN(C(C)C)C(C)C>O1CCOCC1>[CH3:1][N:2]1[C:11]2[CH:10]=[CH:9][CH:8]=[C:7]3[CH:12]4[CH2:18][CH2:17][N:16]([CH2:20][CH2:21][CH2:22][C:23]([C:25]5[CH:26]=[CH:27][C:28]([F:31])=[CH:29][CH:30]=5)=[O:24])[CH2:15][CH2:14][CH:13]4[N:5]([C:6]=23)[CH2:4][CH2:3]1. The product is CN1CCN2C=3C(=CC=CC13)C1C2CCN(CC1)CCCC(=O)C1=CC=C(C=C1)F (4-(3-methyl-2,3,6b,7,8,10,11,11a-octahydro-1H,9H-azepino[4′,5′:4,5]pyrrolo[1,2,3-de]quinoxalin-9-yl)-1-(4-fluorophenyl)-1-butanone). Reactants: O=C([O-])O, O=C([O-])[O-], ClCCl, Cc1cccc(C)c1C=Cc1cccc(CCC(=O)N2CCN(C(=O)OC(C)(C)C)CC2)c1, [K+], [K+], [Na+], O=C(O)C(F)(F)F. The product is Cc1cccc(C)c1C=Cc1cccc(CCC(=O)N2CCNCC2)c1. RXN SMILES: [C:41](=[O:42])([OH:43])[O-:44].[C:46](=[O:47])([O-:48])[O-:49].[CH2:52]([Cl:53])[Cl:54].[CH3:1][c:2]1[c:3]([CH:4]=[CH:5][c:6]2[cH:7][c:8]([CH2:12][CH2:13][C:14](=[O:15])[N:16]3[CH2:17][CH2:18][N:19]([C:22]([O:23][C:24]([CH3:25])([CH3:26])[CH3:27])=[O:28])[CH2:20][CH2:21]3)[cH:9][cH:10][cH:11]2)[c:29]([CH3:33])[cH:30][cH:31][cH:32]1.[K+:50].[K+:51].[Na+:45].[OH:34][C:35]([C:36]([F:37])([F:38])[F:39])=[O:40]>>[CH3:1][c:2]1[c:3]([CH:4]=[CH:5][c:6]2[cH:7][c:8]([CH2:12][CH2:13][C:14](=[O:15])[N:16]3[CH2:17][CH2:18][NH:19][CH2:20][CH2:21]3)[cH:9][cH:10][cH:11]2)[c:29]([CH3:33])[cH:30][cH:31][cH:32]1. Reactants: CCCCc1nnc(OCC2CN(C(=O)OC(C)(C)C)CCC2O)cc1-c1ccc(OC2CCCCC2)cc1, ClCCl, Cl, C1COCCO1. Yields the product CCCCc1nnc(OCC2CNCCC2O)cc1-c1ccc(OC2CCCCC2)cc1. As a reaction SMILES: [C:1]([O:2][C:3](=[O:4])[N:8]1[CH2:9][CH:10]([CH2:15][O:16][c:17]2[n:18][n:19][c:20]([CH2:36][CH2:37][CH2:38][CH3:39])[c:21](-[c:23]3[cH:24][cH:25][c:26]([O:29][CH:30]4[CH2:31][CH2:32][CH2:33][CH2:34][CH2:35]4)[cH:27][cH:28]3)[cH:22]2)[CH:11]([OH:14])[CH2:12][CH2:13]1)([CH3:5])([CH3:6])[CH3:7].[Cl:41][CH2:42][Cl:43].[ClH:40].[O:44]1[CH2:45][CH2:46][O:47][CH2:48][CH2:49]1>>[NH:8]1[CH2:9][CH:10]([CH2:15][O:16][c:17]2[n:18][n:19][c:20]([CH2:36][CH2:37][CH2:38][CH3:39])[c:21](-[c:23]3[cH:24][cH:25][c:26]([O:29][CH:30]4[CH2:31][CH2:32][CH2:33][CH2:34][CH2:35]4)[cH:27][cH:28]3)[cH:22]2)[CH:11]([OH:14])[CH2:12][CH2:13]1.